This data is from the Open Reaction Database (ORD), a public repository of structured organic reaction records. The task is: describe an organic reaction: reactants, conditions, products, and yield The reactants are C1(CCCCC1)C(C=1C(=NN(C1)C1=CC(=CC=C1)OCC)CC)NC1=CC=C(C(=O)OC)C=C1 (methyl 4-({cyclohexyl[1-(3-ethoxyphenyl)-3-ethyl-1H-pyrazol-4-yl]methyl}amino)benzoate), C1(CCCCC1)C(C=1C(=NN(C1)C1=CC(=CC=C1)OCC)CC)NC1=CC=C(C(=O)OC)C=C1 (methyl 4-({cyclohexyl[1-(3-ethoxyphenyl)-3-ethyl-1H-pyrazol-4-yl]methyl}amino)benzoate), [OH-].[Na+] (sodium hydroxide). Run in C(C)O (ethanol). Run at temperature 60 celsius, time 6 hour. Product: C1(CCCCC1)C(C=1C(=NN(C1)C1=CC(=CC=C1)OCC)CC)NC1=CC=C(C(=O)O)C=C1 (4-({cyclohexyl[1-(3-ethoxyphenyl)-3-ethyl-1H-pyrazol-4-yl]methyl}amino)benzoic acid). The yield is 100.1%. Reaction SMILES: [CH:1]1([CH:7]([NH:24][C:25]2[CH:34]=[CH:33][C:28]([C:29]([O:31]C)=[O:30])=[CH:27][CH:26]=2)[C:8]2[C:9]([CH2:22][CH3:23])=[N:10][N:11]([C:13]3[CH:18]=[CH:17][CH:16]=[C:15]([O:19][CH2:20][CH3:21])[CH:14]=3)[CH:12]=2)[CH2:6][CH2:5][CH2:4][CH2:3][CH2:2]1.[OH-].[Na+]>C(O)C>[CH:1]1([CH:7]([NH:24][C:25]2[CH:34]=[CH:33][C:28]([C:29]([OH:31])=[O:30])=[CH:27][CH:26]=2)[C:8]2[C:9]([CH2:22][CH3:23])=[N:10][N:11]([C:13]3[CH:18]=[CH:17][CH:16]=[C:15]([O:19][CH2:20][CH3:21])[CH:14]=3)[CH:12]=2)[CH2:6][CH2:5][CH2:4][CH2:3][CH2:2]1 |f:1.2|. Reported procedure: To a solution of methyl 4-({cyclohexyl[1-(3-ethoxyphenyl)-3-ethyl-1H-pyrazol-4-yl]methyl}amino)benzoate (0.34 g) synthesized in the above-mentioned (1) in ethanol (6.0 mL) was added 1N aqueous sodium hydroxide solution (6.0 mL), and the mixture was stirred at 60° C. for 6 hr. Ethanol was evaporated under reduced pressure, and 1N hydrochloric acid (8.0 mL) was added to the residue, and the mixture was extracted with ethyl acetate. The extract was washed with saturated brine, dried over magnesium ... Reactants: CS(=O)(=O)C1=NN2C(N=C(C=C2CC)CC)=N1 (2-methanesulfonyl-5,7-diethyl-[1,2,4]triazolo[1,5-a]pyrimidine), ClC1=CC=C(OCCO)C=C1 (2-(4-chlorophenoxy)ethan-1-ol). The product is C(C)C1=NC=2N(C(=C1)CC)N=C(N2)OCCOC2=CC=C(C=C2)Cl (5,7-diethyl-2-[-2-(4-chlorophenoxy)ethoxy]-[1,2,4]triazolo[1,5-a]pyrimidine). Isolated yield 80.0%. RXN SMILES: CS([C:5]1[N:17]=[C:8]2[N:9]=[C:10]([CH2:15][CH3:16])[CH:11]=[C:12]([CH2:13][CH3:14])[N:7]2[N:6]=1)(=O)=O.[Cl:18][C:19]1[CH:28]=[CH:27][C:22]([O:23][CH2:24][CH2:25][OH:26])=[CH:21][CH:20]=1>>[CH2:15]([C:10]1[CH:11]=[C:12]([CH2:13][CH3:14])[N:7]2[N:6]=[C:5]([O:26][CH2:25][CH2:24][O:23][C:22]3[CH:27]=[CH:28][C:19]([Cl:18])=[CH:20][CH:21]=3)[N:17]=[C:8]2[N:9]=1)[CH3:16]. Procedure: The title compound was prepared according to the experimentals described for Example 14 above from 2-methanesulfonyl-5,7-diethyl-[1,2,4]triazolo[1,5-a]pyrimidine and 2-(4-chlorophenoxy)ethan-1-ol in 80% yield. EM (calc.): 346.1; MS (ESI) m/e: 347.3 (M+H)+.